From a dataset of the Open Reaction Database (ORD), a public repository of structured organic reaction records. describe an organic reaction: reactants, conditions, products, and yield Procedure: A mixture of 11.0 gm (44.7 mMol) 2-hydroxy-3-bromo-5-nitrobenzaldehyde, 5.56 gm (40.24 mmol) potassium carbonate, and 8.0 mL (46.95 mMol) diethyl bromomalonate in 55 mL 2-butanone was heated at reflux for 5 hours. The reaction mixture was cooled to room temperature and concentrated under reduced pressure. The residue was partitioned between 450 mL diethyl ether and 250 mL water and the aqueous phase was adjusted to pH of about 1 by the addition of dilute sulfuric acid. The phases were separated ... The solvent is CC(CC)=O (2-butanone). Reactants: OC1=C(C=O)C=C(C=C1Br)[N+](=O)[O-] (2-hydroxy-3-bromo-5-nitrobenzaldehyde), C([O-])([O-])=O.[K+].[K+] (potassium carbonate), BrC(C(=O)OCC)C(=O)OCC (diethyl bromomalonate). Reaction SMILES: [OH:1][C:2]1[C:9]([Br:10])=[CH:8][C:7]([N+:11]([O-:13])=[O:12])=[CH:6][C:3]=1[CH:4]=O.C(=O)([O-])[O-].[K+:18].[K+].Br[CH:21](C(OCC)=O)[C:22]([O:24]CC)=[O:23]>CC(=O)CC>[N+:11]([C:7]1[CH:8]=[C:9]([Br:10])[C:2]2[O:1][C:21]([C:22]([O-:24])=[O:23])=[CH:4][C:3]=2[CH:6]=1)([O-:13])=[O:12].[K+:18] |f:1.2.3,6.7|. The product is [N+](=O)([O-])C=1C=C(C2=C(C=C(O2)C(=O)[O-])C1)Br.[K+] (Potassium 5-nitro-7-bromobenzofuran-2-carboxylate). Yield: 108.1%. Starting materials: COc3ccc2c1ccccc1n(C)c2c3 (substrate), CC2(C)COB(B1OCC(C)(C)CO1)OC2 (effective_coupling_partner). The reagents and catalysts are ICy. Run at temperature 140 celsius, time 12 hour. The product is Cn6c1ccccc1c5ccc(c4ccc3c2ccccc2n(C)c3c4)cc56. Starting materials: [BH3-]OC(C)=O, CC=O, ClCCl, CON(C)C(=O)c1ccc(C(F)(F)F)cc1N, [Na+]. The product is CCNc1cc(C(F)(F)F)ccc1C(=O)N(C)OC. As a reaction SMILES: [C:21]([O:22][BH3-:23])(=[O:24])[CH3:25].[CH:18]([CH3:19])=[O:20].[Cl:27][CH2:28][Cl:29].[NH2:1][c:2]1[c:3]([C:4](=[O:5])[N:6]([CH3:7])[O:8][CH3:9])[cH:10][cH:11][c:12]([C:14]([F:15])([F:16])[F:17])[cH:13]1.[Na+:26]>>[NH:1]([c:2]1[c:3]([C:4](=[O:5])[N:6]([CH3:7])[O:8][CH3:9])[cH:10][cH:11][c:12]([C:14]([F:15])([F:16])[F:17])[cH:13]1)[CH2:18][CH3:19]. Reactants: C(C)(=O)OCI (iodomethyl acetate), O (water), [Na] (sodium), C(=O)(O)C=1N2C(C(C2SCC1CSC1=NN=NN1C)NC(CC=1SC(SC1)=O)=O)=O (2-carboxy-3-[(1-methyl-1,2,3,4-tetrazol-5-yl)-thiomethyl]-8-oxo-7-[(1,3-dithiol-2-on-4-yl)-acetamido]-5-thia-1-aza-bicyclo[4.2.0]oct-2-ene). Run in CN(C=O)C (dimethylformamide), CN(C=O)C (dimethylformamide). Run at temperature 5 celsius, time 10 minute. Product: C(C)(=O)OCOC(=O)C=1N2C(C(C2SCC1CSC1=NN=NN1C)NC(CC=1SC(SC1)=O)=O)=O (2-Acetoxymethoxycarbonyl-3-[(1-methyl-1,2,3,4-tetrazol-5-yl)thiomethyl]-8-oxo-7-[(1,3-dithiol-2-on-4-yl)-acetamido]-5-thia-1-aza-bicyclo[4.2.0]oct-2-ene). The yield is 53.7%. Reaction SMILES: [Na].[C:2]([C:5]1[N:6]2[CH:9]([S:10][CH2:11][C:12]=1[CH2:13][S:14][C:15]1[N:19]([CH3:20])[N:18]=[N:17][N:16]=1)[CH:8]([NH:21][C:22](=[O:30])[CH2:23][C:24]1[S:25][C:26](=[O:29])[S:27][CH:28]=1)[C:7]2=[O:31])([OH:4])=[O:3].[C:32]([O:35][CH2:36]I)(=[O:34])[CH3:33].O>CN(C)C=O>[C:32]([O:35][CH2:36][O:3][C:2]([C:5]1[N:6]2[CH:9]([S:10][CH2:11][C:12]=1[CH2:13][S:14][C:15]1[N:19]([CH3:20])[N:18]=[N:17][N:16]=1)[CH:8]([NH:21][C:22](=[O:30])[CH2:23][C:24]1[S:25][C:26](=[O:29])[S:27][CH:28]=1)[C:7]2=[O:31])=[O:4])(=[O:34])[CH3:33] |^1:0|. Reported procedure: The sodium salt of 2-carboxy-3-[(1-methyl-1,2,3,4-tetrazol-5-yl)-thiomethyl]-8-oxo-7-[(1,3-dithiol-2-on-4-yl)-acetamido]-5-thia-1-aza-bicyclo[4.2.0]oct-2-ene (5.08 g.) is dissolved in dimethylformamide (100 cc.) at 5° C. A solution of iodomethyl acetate (2 g.) in dimethylformamide (10 cc.) is added to this solution and the reaction mixture is stirred for 10 minutes at 5° C. It is then poured into water (500 cc.) and extracted twice with ethyl acetate (200 cc.). The combined organic phases are wa... As a reaction SMILES: [C:1](=[O:2])([CH3:3])[S:4][CH2:5][C:6](=[O:7])[N:8]1[CH:9]([C:10](=[O:11])[OH:12])[CH2:13][C:14](=[O:16])[CH2:15]1.[NH3:17]>>[SH:4][CH2:5][C:6](=[O:7])[N:8]1[CH:9]([C:10](=[O:11])[OH:12])[CH2:13][C:14](=[O:16])[CH2:15]1. Starting materials: CC(=O)SCC(=O)N1CC(=O)CC1C(=O)O, N. The product is O=C1CC(C(=O)O)N(C(=O)CS)C1. Reactants: C(C#CCC)O (2-pentyn-1-ol), [H-].[Na+] (sodium hydride), [H-].[Na+] (sodium hydride), solution, ClC1=NC=NC(=C1)Cl (4,6-dichloropyrimidine), [Cl-].[NH4+] (ammonium chloride), solution, CC(C(C)O)C (3-methyl-2-butanol), solution. Run in O1CCCC1 (tetrahydrofuran), O1CCCC1 (tetrahydrofuran), O1CCCC1 (tetrahydrofuran). Run at time 10 minute. The product is CC(C(C)C)OC1=NC=NC(=C1)OCC#CCC (4-(1,2-dimethylpropyloxy)-6-(2-pentynyloxy)pyrimidine). The yield is 66.0%. As a reaction SMILES: [H-].[Na+].[CH3:3][CH:4]([CH3:8])[CH:5]([OH:7])[CH3:6].Cl[C:10]1[CH:15]=[C:14](Cl)[N:13]=[CH:12][N:11]=1.[CH2:17]([OH:22])[C:18]#[C:19][CH2:20][CH3:21].[Cl-].[NH4+]>O1CCCC1>[CH3:6][CH:5]([O:7][C:10]1[CH:15]=[C:14]([O:22][CH2:17][C:18]#[C:19][CH2:20][CH3:21])[N:13]=[CH:12][N:11]=1)[CH:4]([CH3:8])[CH3:3] |f:0.1,5.6|. Procedure details: In 4 ml of tetrahydrofuran was suspended 0.13 g of sodium hydride (60% in oil), to which 0.5 ml of a solution containing 0.24 g of 3-methyl-2-butanol was added dropwise at 0° C., followed by stirring for 10 minutes. To this was added dropwise 0.5 ml of a solution containing 0.40 g of 4,6-dichloropyrimidine in tetrahydrofuran, followed by stirring at 0° C. for 3 hours. To this was added dropwise 0.5 ml of a solution containing 0.29 g of 2-pentyn-1-ol in tetrahydrofuran and further added 0.15 g of... Reactants: CC(C)(C)OC(=O)N1CCCC(=O)C1, [Li]CCCC, CCCCCC, C#C[Si](C)(C)C, [Cl-], N, C1CCOC1. Yields the product C#CC1(O)CCCN(C(=O)OC(C)(C)C)C1. RXN SMILES: [C:12]([CH3:13])([CH3:14])([CH3:15])[O:16][C:17](=[O:18])[N:19]1[CH2:20][C:21](=[O:25])[CH2:22][CH2:23][CH2:24]1.[CH2:1]([Li:2])[CH2:3][CH2:4][CH3:5].[CH3:33][CH2:34][CH2:35][CH2:36][CH2:37][CH3:38].[CH3:6][Si:7]([CH3:8])([CH3:9])[C:10]#[CH:11].[Cl-:26].[NH3:27].[O:28]1[CH2:29][CH2:30][CH2:31][CH2:32]1>>[C:10](#[CH:11])[C:21]1([OH:25])[CH2:20][N:19]([C:17]([O:16][C:12]([CH3:13])([CH3:14])[CH3:15])=[O:18])[CH2:24][CH2:23][CH2:22]1. Starting materials: ClC=1C=NC=C(C1SC1=C(C=C(S1)C(=O)NCC(=O)O)[N+](=O)[O-])Cl (2-(5-((3,5-dichloropyridin-4-yl)thio)-4-nitrothiophene-2-carboxamido)acetic acid), COCCN (2-methoxyethylamine). Product: ClC=1C=NC=C(C1SC1=C(C=C(S1)C(=O)NCC(=O)NCCOC)[N+](=O)[O-])Cl (5-((3,5-dichloropyridin-4-yl)thio)-N-(2-((2-methoxyethyl)amino)-2-oxoethyl)-4-nitrothiophene-2-carboxamide), solid. Isolated yield 52.0%. RXN SMILES: [Cl:1][C:2]1[CH:3]=[N:4][CH:5]=[C:6]([Cl:24])[C:7]=1[S:8][C:9]1[S:13][C:12]([C:14]([NH:16][CH2:17][C:18]([OH:20])=O)=[O:15])=[CH:11][C:10]=1[N+:21]([O-:23])=[O:22].[CH3:25][O:26][CH2:27][CH2:28][NH2:29]>>[Cl:1][C:2]1[CH:3]=[N:4][CH:5]=[C:6]([Cl:24])[C:7]=1[S:8][C:9]1[S:13][C:12]([C:14]([NH:16][CH2:17][C:18]([NH:29][CH2:28][CH2:27][O:26][CH3:25])=[O:20])=[O:15])=[CH:11][C:10]=1[N+:21]([O-:23])=[O:22]. Procedure: Prepared according to the procedure described for example 70 from 2-(5-((3,5-dichloropyridin-4-yl)thio)-4-nitrothiophene-2-carboxamido)acetic acid (120.0 mg, 0.29 mmol) from example 210 and 2-methoxyethylamine (26.4 mg, 0.35 mmol). The title compound was obtained as a solid (70.0 mg, 52% yield). 1H NMR (400 MHz, d6-DMSO) δ: 9.17 (1H, m), 8.99 (2H, m), 8.47 (1H, s), 8.04 (1H, m), 3.79 (2H, m), 3.33 (2H, m), 3.22 (3H, s), 3.20 (2H, m). MS m/z: 463.09, 465.12 [M+H]+. Run in S(=O)(Cl)Cl (thionyl chloride). The product is C1=CC=CC2=NC3=CC=CC=C3C(=C12)C(=O)OC1=CC=CC=C1 (phenyl acridine-9-carboxylate). Procedure details: Acridine-9-carboxylic acid (5 g) is suspended in thionyl chloride (75 ml). The mixture is stirred under reflux for four hours. The excess of thionyl chloride is removed by distillation. The residue is suspended in pyridine (75 ml) and the mixture stirred at room temperature for ten minutes. Phenol (4.5 g) is added to the suspension. The resulting reaction mixture is stirred at room temperature for sixteen hours. The resulting solution is poured into one normal hydrochloric acid (200 ml). The pre... RXN SMILES: [CH:1]1[C:14]2[C:5](=[N:6][C:7]3[C:12]([C:13]=2[C:15]([OH:17])=[O:16])=[CH:11][CH:10]=[CH:9][CH:8]=3)[CH:4]=[CH:3][CH:2]=1.Cl>S(Cl)(Cl)=O>[CH:11]1[C:12]2[C:7](=[N:6][C:5]3[C:14]([C:13]=2[C:15]([O:17][C:1]2[CH:14]=[CH:5][CH:4]=[CH:3][CH:2]=2)=[O:16])=[CH:1][CH:2]=[CH:3][CH:4]=3)[CH:8]=[CH:9][CH:10]=1. The reactants are C1=CC=CC2=NC3=CC=CC=C3C(=C12)C(=O)O (Acridine-9-carboxylic acid), Cl (hydrochloric acid). Reactants: OC1=CC=C(C=C1)C1=NOC(=C1)C(=O)N (3-(4-Hydroxy-phenyl)-isoxazole-5-carboxylic acid amide), OC1=CC=C(C=C1)C1=NOC(=C1)C(=O)N (3-(4-Hydroxy-phenyl)-isoxazole-5-carboxylic acid amide), C(=O)([O-])[O-].[K+].[K+] (K2CO3), BrCC1=C(C=CC=C1)S(=O)(=O)C (1-bromomethyl-2-methylsulfonyl-benzene). Reagents/catalysts: [I-].C(CCC)[N+](CCCC)(CCCC)CCCC (tetrabutylammonium iodide). The solvent is CN(C)C=O (DMF). Run at temperature 40 celsius. Yields the product CS(=O)(=O)C1=C(COC2=CC=C(C=C2)C2=NOC(=C2)C(=O)N)C=CC=C1 (3-[4-(2-methanesulfonyl-benzyloxy)-phenyl]-isoxazole-5-carboxylic acid amide). The yield is 3.3%. As a reaction SMILES: [OH:1][C:2]1[CH:7]=[CH:6][C:5]([C:8]2[CH:12]=[C:11]([C:13]([NH2:15])=[O:14])[O:10][N:9]=2)=[CH:4][CH:3]=1.C([O-])([O-])=O.[K+].[K+].Br[CH2:23][C:24]1[CH:29]=[CH:28][CH:27]=[CH:26][C:25]=1[S:30]([CH3:33])(=[O:32])=[O:31]>CN(C=O)C.[I-].C([N+](CCCC)(CCCC)CCCC)CCC>[CH3:33][S:30]([C:25]1[CH:26]=[CH:27][CH:28]=[CH:29][C:24]=1[CH2:23][O:1][C:2]1[CH:3]=[CH:4][C:5]([C:8]2[CH:12]=[C:11]([C:13]([NH2:15])=[O:14])[O:10][N:9]=2)=[CH:6][CH:7]=1)(=[O:31])=[O:32] |f:1.2.3,6.7|. Procedure details: 3-(4-Hydroxy-phenyl)-isoxazole-5-carboxylic acid amide (which may be prepared as described in Preparation of Intermediate 2; 50 mg, 0.245 mmol) was dissolved in DMF (1.5 mL). K2CO3 (42 mg, 0.30 mmol), tetrabutylammonium iodide (14 mg, 0.038 mmol), and 1-bromomethyl-2-methylsulfonyl-benzene (which is available from Combi-Blocks; 62 mg, 0.25 mmol) were added. The reaction mixture was heated at 40° C. for 13 h. The reaction mixture was cooled to room temperature and partitioned between H2O (5 mL) a...